From a dataset of the Open Reaction Database (ORD), a public repository of structured organic reaction records. describe an organic reaction: reactants, conditions, products, and yield Reactants: CCOP(Cl)Cl, CNCCNC, [NH2-], P. Product: CCOP1N(C)CCN1C. RXN SMILES: [CH2:7]([CH3:8])[O:9][P:10]([Cl:11])[Cl:12].[CH3:1][NH:2][CH2:3][CH2:4][NH:5][CH3:6].[NH2-:14].[P:13]>>[CH3:1][N:2]1[CH2:3][CH2:4][N:5]([CH3:6])[P:10]1[O:9][CH2:7][CH3:8]. Starting materials: C(CCC)C1(C(=CC(C2=CC=CC=C12)=O)OC)C(=O)OC (Methyl 1-butyl-2-methoxy-4-oxo-1,4-dihydronaphthalene-1-carboxylate), I[Si](C)(C)C (iodotrimethylsilane). Run in C(C)#N (acetonitrile). Conditions: time 1 hour. Yields the product C(CCC)C1(C(CC(C2=CC=CC=C12)=O)=O)C(=O)OC (Methyl 1-butyl-2,4-dioxo-1,2,3,4-tetrahydronaphthalene-1-carboxylate). Isolated yield 91.7%. Reaction SMILES: [CH2:1]([C:5]1([C:18]([O:20][CH3:21])=[O:19])[C:14]2[C:9](=[CH:10][CH:11]=[CH:12][CH:13]=2)[C:8](=[O:15])[CH:7]=[C:6]1[O:16]C)[CH2:2][CH2:3][CH3:4].I[Si](C)(C)C>C(#N)C>[CH2:1]([C:5]1([C:18]([O:20][CH3:21])=[O:19])[C:14]2[C:9](=[CH:10][CH:11]=[CH:12][CH:13]=2)[C:8](=[O:15])[CH2:7][C:6]1=[O:16])[CH2:2][CH2:3][CH3:4]. Procedure details: To a solution of Example 167B (1 g, 3.5 mmol) in acetonitrile (5 mL) was added iodotrimethylsilane (TMSI) (0.7 mL, 5.2 mmol). The reaction solution was stirred at room temperature for 1 h. The reaction mixture was concentrated in vacuo. Column chromatography on silica (ethyl acetate) afforded the title compound as a white solid (0.88 g, 92%). 1H NMR (300 MHz, DMSO-d6) δ ppm 0.47 (m, 1H), 0.68 (t, J=7.35 Hz, 3H), 0.85 (dd, J=12.32, 7.17 Hz, 1H), 1.11 (m, 2H), 2.14 (m, 1H), 2.29 (m, 1H), 3.51 (s, ...